This data is from the Open Reaction Database (ORD), a public repository of structured organic reaction records. The task is: describe an organic reaction: reactants, conditions, products, and yield Reactants: N(C(=O)C)\C(=C/C(=O)OC)\C (methyl 3-acetaminocrotonate), FC=1C=C(N)C=CC1N1CCOCC1 (3-fluoro-4-morpholinoaniline), C[Al](C)C (trimethylaluminium), N#N (N2). The solvent is C(Cl)Cl (CH2Cl2), C(Cl)Cl (CH2Cl2). Conditions: time 20 minute. Product: FC=1C=C(C=CC1N1CCOCC1)N1C(=NC(=CC1=O)C)C (3-(3-fluoro-4-morpholinophenyl)-2,6-dimethylpyrimidin-4(3H)-one). Yield: 67.1%. RXN SMILES: [F:1][C:2]1[CH:3]=[C:4]([CH:6]=[CH:7][C:8]=1[N:9]1[CH2:14][CH2:13][O:12][CH2:11][CH2:10]1)[NH2:5].C[Al](C)C.N#N.[NH:21](/[C:25](/[CH3:31])=[CH:26]\[C:27](OC)=[O:28])[C:22]([CH3:24])=O>C(Cl)Cl>[F:1][C:2]1[CH:3]=[C:4]([N:5]2[C:27](=[O:28])[CH:26]=[C:25]([CH3:31])[N:21]=[C:22]2[CH3:24])[CH:6]=[CH:7][C:8]=1[N:9]1[CH2:14][CH2:13][O:12][CH2:11][CH2:10]1. Reported procedure: To a solution of 3-fluoro-4-morpholinoaniline (11.0 g, 56 mmol) in CH2Cl2 (200 mL) was added trimethylaluminium (168 mL, 168 mmol, 1 M in heptane) dropwise carefully under N2. The mixture was stirred at rt for 20 min, followed by the addition of a solution of methyl 3-acetaminocrotonate (10.57 g, 67 mmol) in CH2Cl2 (30 mL). The reaction was stirred at rt for 5 h, then quenched with saturated NH4Cl aqueous solution and extracted with CH2Cl2. The combined organic phases were washed with water, dri... Starting materials: ClCCl, O=[N+]([O-])C(=NO)C1=Nc2ccc(Cl)cc2C(c2ccccc2F)=[N+]([O-])C1, C=[N+]=[N-]. The product is CON=C(C1=Nc2ccc(Cl)cc2C(c2ccccc2F)=[N+]([O-])C1)[N+](=O)[O-]. As a reaction SMILES: [CH2:30]([Cl:31])[Cl:32].[Cl:4][c:5]1[cH:6][cH:7][c:8]2[c:9]([cH:29]1)[C:10]([c:22]1[c:23]([F:28])[cH:24][cH:25][cH:26][cH:27]1)=[N+:11]([O-:21])[CH2:12][C:13]([C:15](=[N:16][OH:17])[N+:18](=[O:19])[O-:20])=[N:14]2.[N+:1](=[N-:2])=[CH2:3]>>[CH3:3][O:17][N:16]=[C:15]([C:13]1=[N:14][c:8]2[cH:7][cH:6][c:5]([Cl:4])[cH:29][c:9]2[C:10]([c:22]2[c:23]([F:28])[cH:24][cH:25][cH:26][cH:27]2)=[N+:11]([O-:21])[CH2:12]1)[N+:18](=[O:19])[O-:20]. The reactants are CC1=C(C=C(C(=C1)OC)OC)S(=O)(=O)N (2-methyl-4,5-dimethoxy-benzene sulfonamide), [Mn](=O)(=O)(=O)[O-].[K+] (potassium permanganate). Run in [OH-].[Na+] (sodium hydroxide). Yields the product COC=1C(=CC2=C(C(NS2(=O)=O)=O)C1)OC (5,6-Dimethoxy-1,2-benzisothiazoline-3-one-1,1-dioxide). As a reaction SMILES: [CH3:1][C:2]1[CH:7]=[C:6]([O:8][CH3:9])[C:5]([O:10][CH3:11])=[CH:4][C:3]=1[S:12]([NH2:15])(=[O:14])=[O:13].[Mn]([O-])(=O)(=O)=[O:17].[K+]>[OH-].[Na+]>[CH3:9][O:8][C:6]1[C:5]([O:10][CH3:11])=[CH:4][C:3]2[S:12](=[O:14])(=[O:13])[NH:15][C:1](=[O:17])[C:2]=2[CH:7]=1 |f:1.2,3.4|. Procedure details: 16 gm (0.08 mol) of 2-methyl-4,5-dimethoxy-benzene sulfonamide were dissolved in 500 ml of an aqueous 5% sodium hydroxide solution, and the solution was heated at its boiling point for 2 hours after addition of 39.6 gm (0.25 mol) of potassium permanganate. After cooling, the reaction mixture was suction-filtered through celite, and the desired product was precipitated by addition of concentrated hydrochloric acid. Rf -value (benzene/acetone = 3/1): 0.2-0.4. Reactants: COC=1C=C(C(=O)N2[C@H](C[C@H](C3=CC=CC=C23)O)C)C=CC1OC (cis-1-(3,4-dimethoxybenzoyl)-2-methyl-1,2,3,4-tetrahydro-4-quinolinol), C(C1=CC=CC=C1)N1CCC2(CC1)CNC1=CC=CC=C12 (1′-benzylspiro[indoline-3,4′-piperidine]). The product is C(C1=CC=CC=C1)N1CCC2(CC1)CN(C1=CC=CC=C12)C1CC(N(C2=CC=CC=C12)C(C1=CC(=C(C=C1)OC)OC)=O)C (4-(1′-Benzylspiro[indoline-3,4′-piperidin]-1-yl)-1-(3,4-dimethoxybenzoyl)-2-methyl-1,2,3,4-tetrahydroquinoline). Yield: 52.4%. Reaction SMILES: [CH3:1][O:2][C:3]1[CH:4]=[C:5]([CH:20]=[CH:21][C:22]=1[O:23][CH3:24])[C:6]([N:8]1[C:17]2[C:12](=[CH:13][CH:14]=[CH:15][CH:16]=2)[C@H:11](O)[CH2:10][C@@H:9]1[CH3:19])=[O:7].[CH2:25]([N:32]1[CH2:37][CH2:36][C:35]2([C:45]3[C:40](=[CH:41][CH:42]=[CH:43][CH:44]=3)[NH:39][CH2:38]2)[CH2:34][CH2:33]1)[C:26]1[CH:31]=[CH:30][CH:29]=[CH:28][CH:27]=1>>[CH2:25]([N:32]1[CH2:37][CH2:36][C:35]2([C:45]3[C:40](=[CH:41][CH:42]=[CH:43][CH:44]=3)[N:39]([CH:11]3[C:12]4[C:17](=[CH:16][CH:15]=[CH:14][CH:13]=4)[N:8]([C:6](=[O:7])[C:5]4[CH:20]=[CH:21][C:22]([O:23][CH3:24])=[C:3]([O:2][CH3:1])[CH:4]=4)[CH:9]([CH3:19])[CH2:10]3)[CH2:38]2)[CH2:34][CH2:33]1)[C:26]1[CH:27]=[CH:28][CH:29]=[CH:30][CH:31]=1. Procedure details: Starting with cis-1-(3,4-dimethoxybenzoyl)-2-methyl-1,2,3,4-tetrahydro-4-quinolinol (400 mg, 1.22 mmol) prepared in Reference Example 1 and 1′-benzylspiro[indoline-3,4′-piperidine] (849 mg, 3.05 mmol), the same procedure as shown in Example 1 was repeated to give the titled compound (376 mg, yield: 44%) as a colorless oil. (cis:trans=1:1.5) Starting materials: CCCCCCCCCCCCCCCCCCN(C)CC(O)COC(c1ccccc1)(c1ccccc1)c1ccccc1, CS(=O)(=O)Cl, CCOCC, ClCCl, O. The product is CCCCCCCCCCCCCCCCCCN(C)CC(COC(c1ccccc1)(c1ccccc1)c1ccccc1)OS(C)(=O)=O. As a reaction SMILES: [CH3:1][N:2]([CH2:3][CH:4]([CH2:5][O:6][C:7]([c:8]1[cH:9][cH:10][cH:11][cH:12][cH:13]1)([c:14]1[cH:15][cH:16][cH:17][cH:18][cH:19]1)[c:20]1[cH:21][cH:22][cH:23][cH:24][cH:25]1)[OH:26])[CH2:27][CH2:28][CH2:29][CH2:30][CH2:31][CH2:32][CH2:33][CH2:34][CH2:35][CH2:36][CH2:37][CH2:38][CH2:39][CH2:40][CH2:41][CH2:42][CH2:43][CH3:44].[CH3:45][S:46]([Cl:47])(=[O:48])=[O:49].[CH3:51][CH2:52][O:53][CH2:54][CH3:55].[Cl:56][CH2:57][Cl:58].[OH2:50]>>[CH3:1][N:2]([CH2:3][CH:4]([CH2:5][O:6][C:7]([c:8]1[cH:9][cH:10][cH:11][cH:12][cH:13]1)([c:14]1[cH:15][cH:16][cH:17][cH:18][cH:19]1)[c:20]1[cH:21][cH:22][cH:23][cH:24][cH:25]1)[O:26][S:46]([CH3:45])(=[O:48])=[O:49])[CH2:27][CH2:28][CH2:29][CH2:30][CH2:31][CH2:32][CH2:33][CH2:34][CH2:35][CH2:36][CH2:37][CH2:38][CH2:39][CH2:40][CH2:41][CH2:42][CH2:43][CH3:44].